Dataset: the Open Reaction Database (ORD), a public repository of structured organic reaction records. Task: describe an organic reaction: reactants, conditions, products, and yield Starting materials: O1C(OCC1)CN1N=CC(=C1)C1=CC=2C(=NC=C(C2C2=CN=C(S2)C2(CCC2)OCOC)Cl)N1S(=O)(=O)C1=CC=C(C)C=C1 (5-(2-(1((1,3-dioxolan-2-yl)methyl)-1H-pyrazol-4-yl)-5-chloro-1-tosyl-1H-pyrrolo[2,3-b]pyridin-4-yl)-2-(1-(methoxymethoxy)cyclobutyl)thiazole), ClC=1C(=C2C(=NC1)N(C(=C2)C=2C=NN(C2)CCN2CCOCC2)S(=O)(=O)C2=CC=C(C)C=C2)C2=CN=C(S2)C2(CCC2)OCOC (4-(2-(4-(5-chloro-4-(2-(1-(methoxymethoxy)cyclobutyl)thiazol-5-yl)-1-tosyl-1H-pyrrolo[2,3-b]pyridin-2-yl)-1H-pyrazol-1-yl)ethyl)morpholine). Product: O1C(OCC1)CN1N=CC(=C1)C1=CC=2C(=NC=C(C2C2=CN=C(S2)C2(CCC2)O)Cl)N1S(=O)(=O)C1=CC=C(C)C=C1 (1-(5-(2-(1((1,3-dioxolan-2-yl)methyl)-1H-pyrazol-4-yl)-5-chloro-1-tosyl-1H-pyrrolo[2,3-b]pyridin-4-yl)thiazol-2-yl)cyclobutanol). Reaction SMILES: [O:1]1[CH2:5][CH2:4][O:3][CH:2]1[CH2:6][N:7]1[CH:11]=[C:10]([C:12]2[N:34]([S:35]([C:38]3[CH:44]=[CH:43][C:41]([CH3:42])=[CH:40][CH:39]=3)(=[O:37])=[O:36])[C:15]3=[N:16][CH:17]=[C:18]([Cl:33])[C:19]([C:20]4[S:24][C:23]([C:25]5([O:29]COC)[CH2:28][CH2:27][CH2:26]5)=[N:22][CH:21]=4)=[C:14]3[CH:13]=2)[CH:9]=[N:8]1.ClC1C(C2SC(C3(OCOC)CCC3)=NC=2)=C2C=C(C3C=NN(CCN4CCOCC4)C=3)N(S(C3C=CC(C)=CC=3)(=O)=O)C2=NC=1>>[O:1]1[CH2:5][CH2:4][O:3][CH:2]1[CH2:6][N:7]1[CH:11]=[C:10]([C:12]2[N:34]([S:35]([C:38]3[CH:39]=[CH:40][C:41]([CH3:42])=[CH:43][CH:44]=3)(=[O:36])=[O:37])[C:15]3=[N:16][CH:17]=[C:18]([Cl:33])[C:19]([C:20]4[S:24][C:23]([C:25]5([OH:29])[CH2:28][CH2:27][CH2:26]5)=[N:22][CH:21]=4)=[C:14]3[CH:13]=2)[CH:9]=[N:8]1. Reported procedure: The title compound was prepared as described in Example 1H, substituting 5-(2-(1-(1,3-dioxolan-2-yl)methyl)-1H-pyrazol-4-yl)-5-chloro-1-tosyl-1H-pyrrolo[2,3-b]pyridin-4-yl)-2-(1-(methoxymethoxy)cyclobutyl)thiazole (Example 13A) for 4-(2-(4-(5-chloro-4-(2-(1-(methoxymethoxy)cyclobutyl)thiazol-5-yl)-1-tosyl-1H-pyrrolo[2,3-b]pyridin-2-yl)-1H-pyrazol-1-yl)ethyl)morpholine (Example 1G). MS ESI(+) m/z 612.1 [M+H]+. Reactants: O=C([C@@H]([C@H](C(=C)C)O)CCCCCC)N1C(OC[C@H]1CC1=CC=CC=C1)=O (3-(1-oxo-2-(R)-hexyl-3-(R)-hydroxy-4-methyl-4-pentenyl)-4-(R)-(phenylmethyl)-2-oxazolidinone), O (water), C[N+]1(CCOCC1)[O-] (4-methylmorpholine N-oxide). Reagents/catalysts: O=[Os](=O)(=O)=O (OsO4). Run in CCCCCC.C(C)(=O)OCC (hexane ethyl acetate), C1CCOC1 (THF), C1CCOC1 (THF). Run at time 1 hour. Yields the product C(CCCCC)[C@H]1C(=O)OC([C@@H]1O)(CO)C (2-(R)-hexyl-3-(R)-hydroxy-4-methyl-4-hydroxymethylbutyrolactone). RXN SMILES: [O:1]=[C:2](N1[C@H](CC2C=CC=CC=2)COC1=O)[C@H:3]([CH2:9][CH2:10][CH2:11][CH2:12][CH2:13][CH3:14])[C@@H:4]([OH:8])[C:5]([CH3:7])=[CH2:6].[OH2:28].C[N+]1([O-])CC[O:33]CC1>C1COCC1.CCCCCC.C(OCC)(=O)C.O=[Os](=O)(=O)=O>[CH2:9]([C@@H:3]1[C@@H:4]([OH:8])[C:5]([CH3:7])([CH2:6][OH:33])[O:1][C:2]1=[O:28])[CH2:10][CH2:11][CH2:12][CH2:13][CH3:14] |f:4.5|. Procedure details: To a 100 ml round bottom flask was introduced 340 mg (0.91 mmol) of 3-(1-oxo-2-(R)-hexyl-3-(R)-hydroxy-4-methyl-4-pentenyl)-4-(R)-(phenylmethyl)-2-oxazolidinone, to which was added 14 ml THF, 0.36 ml water, and 532 mg 4-methylmorpholine N-oxide (4.55 mmol, 5 eq.). The reaction was stirred at room temperature and 0.36 ml of 0.25M OsO4 in THF was added dropwise. After 1 hour, the reaction was quenched with 2 ml of 20% aq. NaHSO3, added to 30 ml of ethyl acetate and extracted twice with 10 ml 20% a... The reactants are CCOP(=O)(CC#N)OCC, CNC(=S)C1(c2cccnc2)CCCCC1=O, CCOC(C)=O, [H-], [Na+], C1CCOC1, O. The product is CNC(=S)C1(c2cccnc2)CCCCC1=CC#N. Reaction SMILES: [C:1](#[N:2])[CH2:3][P:4](=[O:5])([O:6][CH2:7][CH3:8])[O:9][CH2:10][CH3:11].[CH3:14][NH:15][C:16](=[S:17])[C:18]1([c:25]2[cH:26][n:27][cH:28][cH:29][cH:30]2)[C:19](=[O:24])[CH2:20][CH2:21][CH2:22][CH2:23]1.[CH3:31][CH2:32][O:33][C:34](=[O:35])[CH3:36].[H-:12].[Na+:13].[O:37]1[CH2:38][CH2:39][CH2:40][CH2:41]1.[OH2:42]>>[C:1](#[N:2])[CH:3]=[C:19]1[C:18]([C:16]([NH:15][CH3:14])=[S:17])([c:25]2[cH:26][n:27][cH:28][cH:29][cH:30]2)[CH2:23][CH2:22][CH2:21][CH2:20]1. Starting materials: CS(=O)(=O)OCC#Cc1cccs1, Cc1ccccc1, O=Cc1ccccc1, N. Product: C(#Cc1cccs1)CN=Cc1ccccc1. As a reaction SMILES: [CH3:1][S:2]([O:3][CH2:6][C:7]#[C:8][c:9]1[s:10][cH:11][cH:12][cH:13]1)(=[O:4])=[O:5].[CH3:23][c:24]1[cH:25][cH:26][cH:27][cH:28][cH:29]1.[CH:14](=[O:15])[c:16]1[cH:17][cH:18][cH:19][cH:20][cH:21]1.[NH3:22]>>[CH2:6]([C:7]#[C:8][c:9]1[s:10][cH:11][cH:12][cH:13]1)[N:22]=[CH:14][c:16]1[cH:17][cH:18][cH:19][cH:20][cH:21]1.